This data is from the Open Reaction Database (ORD), a public repository of structured organic reaction records. The task is: describe an organic reaction: reactants, conditions, products, and yield Starting materials: O=C([O-])[O-], [K+], [K+], [K+], O=C=O, [O-]c1ccc2ccccc2c1. Yields the product O=C(O)c1ccc2cc(O)ccc2c1. RXN SMILES: [C:1]([O-:2])([O-:3])=[O:4].[K+:21].[K+:5].[K+:6].[O:7]=[C:8]=[O:9].[cH:10]1[c:11]([O-:20])[cH:12][cH:13][c:14]2[cH:15][cH:16][cH:17][cH:18][c:19]12>>[C:1]([OH:2])(=[O:4])[c:16]1[cH:15][c:14]2[cH:13][cH:12][c:11]([OH:20])[cH:10][c:19]2[cH:18][cH:17]1.